This data is from the Open Reaction Database (ORD), a public repository of structured organic reaction records. The task is: describe an organic reaction: reactants, conditions, products, and yield Reactants: Br, COc1ccc2c(-c3ccccc3)nc(Nc3cc(C)[nH]n3)cc2c1, CC(=O)O. Yields the product Cc1cc(Nc2cc3cc(O)ccc3c(-c3ccccc3)n2)n[nH]1. Reaction SMILES: [BrH:26].[CH3:1][O:2][c:3]1[cH:4][c:5]2[cH:6][c:7]([NH:19][c:20]3[n:21][nH:22][c:23]([CH3:25])[cH:24]3)[n:8][c:9](-[c:13]3[cH:14][cH:15][cH:16][cH:17][cH:18]3)[c:10]2[cH:11][cH:12]1.[CH3:27][C:28](=[O:29])[OH:30]>>[OH:2][c:3]1[cH:4][c:5]2[cH:6][c:7]([NH:19][c:20]3[n:21][nH:22][c:23]([CH3:25])[cH:24]3)[n:8][c:9](-[c:13]3[cH:14][cH:15][cH:16][cH:17][cH:18]3)[c:10]2[cH:11][cH:12]1. Starting materials: Cl.N12CC3[C@H](C(CC(C1)C3)C2)N ((4r)-1-azatricyclo[3.3.1.13,7]dec-4-ylamine hydrochloride), S1C(=CC2=C1SC=C2)C(=O)O (thieno[2,3-b]thiophene-2-carboxylic acid), N (NH3). RXN SMILES: [ClH:1].[N:2]12[CH2:11][CH:6]3[CH2:7][CH:8]([CH2:10][CH:4]([C@H:5]3[NH2:12])[CH2:3]1)[CH2:9]2.[S:13]1[C:17]2[S:18][CH:19]=[CH:20][C:16]=2[CH:15]=[C:14]1[C:21](O)=[O:22].N>>[ClH:1].[N:2]12[CH2:11][CH:6]3[CH2:7][CH:8]([CH2:10][CH:4]([C@H:5]3[NH:12][C:21]([C:14]3[S:13][C:17]4[S:18][CH:19]=[CH:20][C:16]=4[CH:15]=3)=[O:22])[CH2:3]1)[CH2:9]2 |f:0.1,4.5|. Yields the product Cl.N12CC3[C@H](C(CC(C1)C3)C2)NC(=O)C2=CC3=C(SC=C3)S2 (Thieno[2,3-b]thiophene-2-carboxylic acid(4r)-(1-azatricyclo[3.3.1.13,7]dec-4-yl)-amide hydrochloride). Reported procedure: Prepared from (4r)-1-azatricyclo[3.3.1.13,7]dec-4-ylamine hydrochloride and thieno[2,3-b]thiophene-2-carboxylic acid according to methods A and C. 1H NMR (300 MHz, methanol-d4) δ ppm 2.08-2.34 (m, 5H), 2.51 (s, 2H), 3.42-3.64 (m, 4H), 3.88 (d, J=12.5 Hz, 2H), 4.33 (s, 1H), 7.32 (d, J=5.4 Hz, 1H), 7.53-7.58 (m, 1H), 8.06 (s, 1H). MS (DCI/NH3) m/z 319. Anal. Calculated for C16H18N2OS2.HCl: C, 54.15; H, 5.40; N, 7.89. Found: C, 54.19; H, 5.25; N, 7.72.